This data is from the Open Reaction Database (ORD), a public repository of structured organic reaction records. The task is: describe an organic reaction: reactants, conditions, products, and yield The reactants are ClC1=NC2=CC=C(C=C2N=C1)[N+](=O)[O-] (2-chloro-6-nitroquinoxaline), N1CCOCC1 (morpholine). Solvent: C1CCOC1 (THF). Yields the product O1CCN(CC1)C1=NC2=CC=C(C=C2N=C1)[N+](=O)[O-] (2-Morpholino-6-nitroquinoxaline). RXN SMILES: Cl[C:2]1[CH:11]=[N:10][C:9]2[C:4](=[CH:5][CH:6]=[C:7]([N+:12]([O-:14])=[O:13])[CH:8]=2)[N:3]=1.[NH:15]1[CH2:20][CH2:19][O:18][CH2:17][CH2:16]1>C1COCC1>[O:18]1[CH2:19][CH2:20][N:15]([C:2]2[CH:11]=[N:10][C:9]3[C:4](=[CH:5][CH:6]=[C:7]([N+:12]([O-:14])=[O:13])[CH:8]=3)[N:3]=2)[CH2:16][CH2:17]1. Reported procedure: Into 10 ml of THF was dissolved 1.16 g of 2-chloro-6-nitroquinoxaline, and then 20 ml of morpholine was added thereto, followed by heating under refluxing for 30 minutes. Then, the solvent was removed by evaporation. Water was added to the residue, followed by extraction with ethyl acetate. The organic layer was washed with a saturated sodium bicarbonate aqueous solution and saturated saline. After the solvent was removed by evaporation, the residue was crystallized from diethyl ether to obtain ... Starting materials: CN(C(=O)c1ccccc1)c1ccc(Br)cc1[N+](=O)[O-], O=C([O-])O, CO, CCOC(C)=O, [Na+], C1CCOC1, O. The product is CN(C(=O)c1ccccc1)c1ccc(Br)cc1N. Reaction SMILES: [Br:1][c:2]1[cH:3][c:4]([N+:18]([O-:19])=[O:20])[c:5]([N:6]([C:7]([c:8]2[cH:9][cH:10][cH:11][cH:12][cH:13]2)=[O:14])[CH3:15])[cH:16][cH:17]1.[C:28](=[O:29])([O-:30])[OH:31].[CH3:26][OH:27].[CH3:34][CH2:35][O:36][C:37](=[O:38])[CH3:39].[Na+:32].[O:21]1[CH2:22][CH2:23][CH2:24][CH2:25]1.[OH2:33]>>[Br:1][c:2]1[cH:3][c:4]([NH2:18])[c:5]([N:6]([C:7]([c:8]2[cH:9][cH:10][cH:11][cH:12][cH:13]2)=[O:14])[CH3:15])[cH:16][cH:17]1. The reactants are N(=[N+]=[N-])C[C@H](O)C1=C2C=CC(NC2=C(C=C1)OCC1=CC=CC=C1)=O ((R)-5-(2-Azido-1-hydroxyethyl)-8-(benzyloxy)quinolin-2(1H)-one), C(C1=CC=CC=C1)OC1=C(C=C(C=C1)[C@H](CNC(CC=1C=C(C(=O)NCC=2C(=C3C(=NC2CC)N(N=C3)CC)NC3CCOCC3)C=CC1)(C)C)O[Si](C)(C)C(C)(C)C)CO[Si](C)(C)C(C)(C)C ((R)-3-[2-[[2-[4-(Benzyloxy)-3-[[(tert-butyldimethylsilyl)oxy]methyl]phenyl]-2-[(tert-butyldimethylsilyl)oxy]ethyl]amino]-2-methylpropyl]-N-[[1,6-diethyl-4-[(tetrahydro-2H-pyran-4-yl)amino]-1H-pyrazolo[3,4-b]pyridin-5-yl]methyl]benzamide), C43H55N6O5. Yields the product C(C1=CC=CC=C1)OC1=C(C=C(C=C1)[C@H](CNC(CC=1C=C(C(=O)NCC=2C(=C3C(=NC2CC)N(N=C3)CC)NC3CCOCC3)C=CC1)(C)C)O)CO ((R)-3-[2-[[2-[4-(Benzyloxy)-3-(hydroxymethyl)phenyl]-2-hydroxyethyl]-amino]-2-methylpropyl]-N-[[1,6-diethyl-4-[(tetrahydro-2H-pyran-4-yl)amino]-1H-pyrazolo[3,4-b]pyridin-5-yl]methyl]benzamide). RXN SMILES: N(C[C@@H](C1C=CC(OCC2C=CC=CC=2)=C2C=1C=CC(=O)N2)O)=[N+]=[N-].[CH2:26]([O:33][C:34]1[CH:39]=[CH:38][C:37]([C@@H:40]([O:77][Si](C(C)(C)C)(C)C)[CH2:41][NH:42][C:43]([CH3:76])([CH3:75])[CH2:44][C:45]2[CH:46]=[C:47]([CH:72]=[CH:73][CH:74]=2)[C:48]([NH:50][CH2:51][C:52]2[C:53]([NH:65][CH:66]3[CH2:71][CH2:70][O:69][CH2:68][CH2:67]3)=[C:54]3[CH:62]=[N:61][N:60]([CH2:63][CH3:64])[C:55]3=[N:56][C:57]=2[CH2:58][CH3:59])=[O:49])=[CH:36][C:35]=1[CH2:85][O:86][Si](C(C)(C)C)(C)C)[C:27]1[CH:32]=[CH:31][CH:30]=[CH:29][CH:28]=1>>[CH2:26]([O:33][C:34]1[CH:39]=[CH:38][C:37]([C@@H:40]([OH:77])[CH2:41][NH:42][C:43]([CH3:75])([CH3:76])[CH2:44][C:45]2[CH:46]=[C:47]([CH:72]=[CH:73][CH:74]=2)[C:48]([NH:50][CH2:51][C:52]2[C:53]([NH:65][CH:66]3[CH2:67][CH2:68][O:69][CH2:70][CH2:71]3)=[C:54]3[CH:62]=[N:61][N:60]([CH2:63][CH3:64])[C:55]3=[N:56][C:57]=2[CH2:58][CH3:59])=[O:49])=[CH:36][C:35]=1[CH2:85][OH:86])[C:27]1[CH:28]=[CH:29][CH:30]=[CH:31][CH:32]=1. Procedure details: The title compound was synthesized in a manner analogous to that described for Intermediate 3, using Intermediate 51 as a substrate. ES/MS calcd. for C43H55N6O5+ 735.2. found m/z=735.5 (M+H)+. Reactants: CCCCCCCCCCCCBr, C[Si](C)(C)c1cc(C=O)co1, COCCOCCl, [Mg], C1CCOC1. The product is C[Si](C)(C)c1ccco1. RXN SMILES: [Br:1][CH2:2][CH2:3][CH2:4][CH2:5][CH2:6][CH2:7][CH2:8][CH2:9][CH2:10][CH2:11][CH2:12][CH3:13].[CH3:15][Si:16]([c:17]1[cH:18][c:19]([CH:22]=[O:23])[cH:20][o:21]1)([CH3:24])[CH3:25].[CH3:26][O:27][CH2:28][CH2:29][O:30][CH2:31][Cl:32].[Mg:14].[O:33]1[CH2:34][CH2:35][CH2:36][CH2:37]1>>[CH3:15][Si:16]([c:17]1[cH:18][cH:19][cH:20][o:21]1)([CH3:24])[CH3:25].